From a dataset of the Open Reaction Database (ORD), a public repository of structured organic reaction records. describe an organic reaction: reactants, conditions, products, and yield The reactants are CCCC[O-], CS(=O)(=O)Nc1cccc([N+](=O)[O-])c1, CS(C)=O, CN(C)CCCl, [K], O. Product: CN(C)CCN(c1cccc([N+](=O)[O-])c1)S(C)(=O)=O. As a reaction SMILES: [CH3:16][CH2:17][CH2:18][CH2:19][O-:20].[CH3:1][S:2](=[O:3])(=[O:4])[NH:5][c:6]1[cH:7][c:8]([N+:12](=[O:13])[O-:14])[cH:9][cH:10][cH:11]1.[CH3:27][S:28]([CH3:29])=[O:30].[Cl:21][CH2:22][CH2:23][N:24]([CH3:25])[CH3:26].[K:15].[OH2:31]>>[CH3:1][S:2](=[O:3])(=[O:4])[N:5]([c:6]1[cH:7][c:8]([N+:12](=[O:13])[O-:14])[cH:9][cH:10][cH:11]1)[CH2:22][CH2:23][N:24]([CH3:25])[CH3:26]. Starting materials: II (iodine), Cl (HCl), [Li]CCCC (n-BuLi), C(C)(C)NC(C)C (diisopropylamine), ClC1=NC(=CC=C1)C(F)(F)F (2-chloro-6-(trifluoromethyl)-pyridine). Run in C1CCOC1 (THF), C1CCOC1 (THF), C1CCOC1 (THF), C1CCOC1 (THF). Reaction conditions: temperature -75 celsius, time 15 minute. The product is 1.54, ClC1=CC=C(C(=N1)C(F)(F)F)I (6-chloro-3-iodo-2-trifluoromethyl-pyridine). The yield is 69.0%. As a reaction SMILES: [Li]CCCC.C(NC(C)C)(C)C.[Cl:13][C:14]1[CH:19]=[CH:18][CH:17]=[C:16]([C:20]([F:23])([F:22])[F:21])[N:15]=1.[I:24]I.Cl>C1COCC1>[Cl:13][C:14]1[N:15]=[C:16]([C:20]([F:21])([F:22])[F:23])[C:17]([I:24])=[CH:18][CH:19]=1. Procedure: To a stirred solution of 7.1 ml of n-BuLi (1.6M in hexane, 11.3 mmol) in 7 ml THF under argon at −73° C. were added 1.6 ml of diisopropylamine (11.3 mmol) in 3 ml THF within 8 min. After 10 min stirring at the same temperature a solution of 1 g of 2-chloro-6-(trifluoromethyl)-pyridine (5.51 mmol) in 5 ml THF was added within 15 min (temperature between −76 and −75° C.). The dark brown solution was stirred at −75° C. for 1 h 15 min. Finally a solution of 1.4 g of iodine (5.51 mmol) in 10 ml THF w... Starting materials: BrC=1C=CC2=C(OC3(CCOCC3)[C@@H](C(N2CC2=NN(C3=CC=CC=C23)C2=C(C=CC=C2)C#N)=O)NC([C@H](C)N(C(OC(C)(C)C)=O)C)=O)C1 (tert-butyl (S)-1-((S)-8-bromo-5-((1-(2-cyanophenyl)-1H-indazol-3-yl)methyl)-4-oxo-2′,3′,4,5,5′,6′-hexahydro-3H-spiro[benzo[b][1,4]oxazepine-2,4′-pyran]-3-ylamino)-1-oxopropan-2-yl(methyl)carbamate), CN(C)C=O (DMF). Reagents/catalysts: [C-]#N.[C-]#N.[Zn+2] (Zn(CN)2), C=1C=CC(=CC1)[P](C=2C=CC=CC2)(C=3C=CC=CC3)[Pd]([P](C=4C=CC=CC4)(C=5C=CC=CC5)C=6C=CC=CC6)([P](C=7C=CC=CC7)(C=8C=CC=CC8)C=9C=CC=CC9)[P](C=1C=CC=CC1)(C=1C=CC=CC1)C=1C=CC=CC1 (Pd(Ph3P)4). The solvent is [NH4+].[Cl-] (NH4Cl). Conditions: temperature 110 celsius. Product: C(#N)C=1C=CC2=C(OC3(CCOCC3)[C@@H](C(N2CC2=NN(C3=CC=CC=C23)C2=C(C=CC=C2)C#N)=O)NC([C@H](C)N(C(OC(C)(C)C)=O)C)=O)C1 (tert-butyl (S)-1-((S)-8-cyano-5-((1-(2-cyanophenyl)-1H-indazol-3-yl)methyl)-4-oxo-2′,3′,4,5,5′,6′-hexahydro-3H-spiro[benzo[b][1,4]oxazepine-2,4′-pyran]-3-ylamino)-1-oxopropan-2-yl(methyl)carbamate). Isolated yield 94.0%. RXN SMILES: Br[C:2]1[CH:3]=[CH:4][C:5]2[N:16]([CH2:17][C:18]3[C:26]4[C:21](=[CH:22][CH:23]=[CH:24][CH:25]=4)[N:20]([C:27]4[CH:32]=[CH:31][CH:30]=[CH:29][C:28]=4[C:33]#[N:34])[N:19]=3)[C:15](=[O:35])[C@@H:14]([NH:36][C:37](=[O:49])[C@@H:38]([N:40]([CH3:48])[C:41](=[O:47])[O:42][C:43]([CH3:46])([CH3:45])[CH3:44])[CH3:39])[C:8]3([CH2:13][CH2:12][O:11][CH2:10][CH2:9]3)[O:7][C:6]=2[CH:50]=1.[CH3:51][N:52](C=O)C>[NH4+].[Cl-].[C-]#N.[C-]#N.[Zn+2].C1C=CC([P]([Pd]([P](C2C=CC=CC=2)(C2C=CC=CC=2)C2C=CC=CC=2)([P](C2C=CC=CC=2)(C2C=CC=CC=2)C2C=CC=CC=2)[P](C2C=CC=CC=2)(C2C=CC=CC=2)C2C=CC=CC=2)(C2C=CC=CC=2)C2C=CC=CC=2)=CC=1>[C:51]([C:2]1[CH:3]=[CH:4][C:5]2[N:16]([CH2:17][C:18]3[C:26]4[C:21](=[CH:22][CH:23]=[CH:24][CH:25]=4)[N:20]([C:27]4[CH:32]=[CH:31][CH:30]=[CH:29][C:28]=4[C:33]#[N:34])[N:19]=3)[C:15](=[O:35])[C@@H:14]([NH:36][C:37](=[O:49])[C@@H:38]([N:40]([CH3:48])[C:41](=[O:47])[O:42][C:43]([CH3:46])([CH3:45])[CH3:44])[CH3:39])[C:8]3([CH2:9][CH2:10][O:11][CH2:12][CH2:13]3)[O:7][C:6]=2[CH:50]=1)#[N:52] |f:2.3,4.5.6,^1:66,68,87,106|. Reported procedure: A solution of tert-butyl (S)-1-((S)-8-bromo-5-((1-(2-cyanophenyl)-1H-indazol-3-yl)methyl)-4-oxo-2′,3′,4,5,5′,6′-hexahydro-3H-spiro[benzo[b][1,4]oxazepine-2,4′-pyran]-3-ylamino)-1-oxopropan-2-yl(methyl)carbamate (50 mg, 67.2 μmol, Eq: 1.00) in DMF (1.5 mL) was degassed with argon and Zn(CN)2 (15.8 mg, 134 μmol, Eq: 2) and Pd(Ph3P)4 (23.3 mg, 20.2 μmol, Eq: 0.3) were added. The mixture was heated in microwave at 110° C. for 30 min., cooled, diluted with sat. NH4Cl and extracted with EtOAc. The com... Starting materials: CCCCCO, Nc1ccccc1OCCCCl, Clc1nc(Cl)c2[nH]cnc2n1. RXN SMILES: [CH2:24]([OH:25])[CH2:26][CH2:27][CH2:28][CH3:29].[Cl:12][CH2:13][CH2:14][CH2:15][O:16][c:17]1[c:18]([NH2:23])[cH:19][cH:20][cH:21][cH:22]1.[Cl:1][c:2]1[n:3][c:4]([Cl:11])[c:5]2[nH:6][cH:7][n:8][c:9]2[n:10]1>>[Cl:1][c:2]1[n:3][c:4]([NH:23][c:18]2[c:17]([O:16][CH2:15][CH2:14][CH2:13][Cl:12])[cH:22][cH:21][cH:20][cH:19]2)[c:5]2[n:6][cH:7][nH:8][c:9]2[n:10]1. Yields the product ClCCCOc1ccccc1Nc1nc(Cl)nc2[nH]cnc12. Starting materials: NC1=CC=C(CP(OC)(OC)=O)C=C1 (dimethyl 4-aminobenzylphosphonate), FC1=CC=C(C=C1)C1=C(C=NN1C)/C=C/C(=O)O ((2E)-3-[5-(4-fluorophenyl)-1-methyl-1H-pyrazol-4-yl]acrylic acid), O.ON1N=NC2=C1C=CC=C2 (1-hydroxy-1H-1,2,3-benzotriazole hydrate), Cl.C(C)N=C=NCCCN(C)C (1-ethyl-3-(3-dimethylaminopropyl)carbodiimide hydrochloride), Cl (hydrochloric acid). Reaction conditions: time 8 hour. Product: COP(=O)(OC)CC1=CC=C(C=C1)NC(\C=C\C=1C=NN(C1C1=CC=C(C=C1)F)C)=O ((2E)-N-[4-(dimethylphosphonomethyl)phenyl]-3-[5-(4-fluorophenyl)-1-methyl-1H-pyrazol-4-yl]acrylamide). Yield: 64.5%. As a reaction SMILES: [NH2:1][C:2]1[CH:14]=[CH:13][C:5]([CH2:6][P:7](=[O:12])([O:10][CH3:11])[O:8][CH3:9])=[CH:4][CH:3]=1.[F:15][C:16]1[CH:21]=[CH:20][C:19]([C:22]2[N:26]([CH3:27])[N:25]=[CH:24][C:23]=2/[CH:28]=[CH:29]/[C:30](O)=[O:31])=[CH:18][CH:17]=1.O.ON1C2C=CC=CC=2N=N1.Cl.C(N=C=NCCCN(C)C)C.Cl>>[CH3:11][O:10][P:7]([CH2:6][C:5]1[CH:13]=[CH:14][C:2]([NH:1][C:30](=[O:31])/[CH:29]=[CH:28]/[C:23]2[CH:24]=[N:25][N:26]([CH3:27])[C:22]=2[C:19]2[CH:20]=[CH:21][C:16]([F:15])=[CH:17][CH:18]=2)=[CH:3][CH:4]=1)([O:8][CH3:9])=[O:12] |f:2.3,4.5|. Procedure details: A mixture of dimethyl 4-aminobenzylphosphonate (0.86 g), (2E)-3-[5-(4-fluorophenyl)-1-methyl-1H-pyrazol-4-yl]acrylic acid (0.74 g), 1-hydroxy-1H-1,2,3-benzotriazole hydrate (0.61 g), 1-ethyl-3-(3-dimethylaminopropyl)carbodiimide hydrochloride (0.77 g) and N,N-dimethylfomamide (8 ml) was stirred at room temperature overnight. The reaction mixture was poured into a 0.5N aqueous hydrochloric acid solution and extracted with ethyl acetate. The ethyl acetate layer was washed with saturated aqueous so... Reactants: COC([C@H](CC(C)C)C=1C=C(C=C(C1)N1C(CCCC1)CCC1=CC=CC=C1)C1=CC=C(C=C1)C(F)(F)F)=O ((R)-4-methyl-2-[5-(2-phenethyl-piperidin-1-yl)-4′-trifluoromethyl-biphenyl-3-yl]-pentanoic acid methyl ester), [OH-].[Na+] (NaOH). Run in CO (MeOH). Run at temperature 60 celsius. The product is CC(C[C@@H](C(=O)O)C=1C=C(C=C(C1)N1C(CCCC1)CCC1=CC=CC=C1)C1=CC=C(C=C1)C(F)(F)F)C ((R)-4-methyl-2-[5-(2-phenethyl-piperidin-1-yl)-4′-trifluoromethyl-biphenyl-3-yl]-pentanoic acid). As a reaction SMILES: C[O:2][C:3](=[O:39])[C@@H:4]([C:9]1[CH:10]=[C:11]([C:29]2[CH:34]=[CH:33][C:32]([C:35]([F:38])([F:37])[F:36])=[CH:31][CH:30]=2)[CH:12]=[C:13]([N:15]2[CH2:20][CH2:19][CH2:18][CH2:17][CH:16]2[CH2:21][CH2:22][C:23]2[CH:28]=[CH:27][CH:26]=[CH:25][CH:24]=2)[CH:14]=1)[CH2:5][CH:6]([CH3:8])[CH3:7].[OH-].[Na+]>CO>[CH3:7][CH:6]([CH3:8])[CH2:5][C@H:4]([C:9]1[CH:10]=[C:11]([C:29]2[CH:34]=[CH:33][C:32]([C:35]([F:37])([F:36])[F:38])=[CH:31][CH:30]=2)[CH:12]=[C:13]([N:15]2[CH2:20][CH2:19][CH2:18][CH2:17][CH:16]2[CH2:21][CH2:22][C:23]2[CH:24]=[CH:25][CH:26]=[CH:27][CH:28]=2)[CH:14]=1)[C:3]([OH:39])=[O:2] |f:1.2|. Procedure details: To a solution of (R)-4-methyl-2-[5-(2-phenethyl-piperidin-1-yl)-4′-trifluoromethyl-biphenyl-3-yl]-pentanoic acid methyl ester (14 mg, 0.03 mmol) in MeOH (2 mL) was added 1N NaOH (0.100 mL) and heated to 60° C. for 2 h. The reaction was concentrated in vacuo to remove MeOH. The thick liquid was acidified to pH=2 by 2N HCl. The resulting acidic solution was extracted with EtOAc. The organic fraction was dried (MgSO4) and concentrated in vacuo. The crude mixture was purified by Gilson reverse phase...